describe an organic reaction: reactants, conditions, products, and yield From a dataset of the Open Reaction Database (ORD), a public repository of structured organic reaction records. Reaction SMILES: C(O[C:6]([NH:8][CH2:9][C@H:10]1[CH2:14][CH2:13][N:12]([CH2:15][CH2:16][CH2:17][CH2:18][NH2:19])[CH2:11]1)=[O:7])(C)(C)C.[C:20]1([CH2:26][C:27](Cl)=[O:28])[CH:25]=[CH:24][CH:23]=[CH:22][CH:21]=1.[NH2:30][C:31]1[C:39]([Cl:40])=[CH:38][C:34](C(O)=O)=[C:33]([O:41][CH3:42])[CH:32]=1>>[NH2:30][C:31]1[C:39]([Cl:40])=[CH:38][C:34]([C:6]([NH:8][CH2:9][C@H:10]2[CH2:14][CH2:13][N:12]([CH2:15][CH2:16][CH2:17][CH2:18][NH:19][C:27](=[O:28])[CH2:26][C:20]3[CH:25]=[CH:24][CH:23]=[CH:22][CH:21]=3)[CH2:11]2)=[O:7])=[C:33]([O:41][CH3:42])[CH:32]=1. The product is NC1=CC(=C(C(=O)NC[C@@H]2CN(CC2)CCCCNC(CC2=CC=CC=C2)=O)C=C1Cl)OC (4-amino-5-chloro-2-methoxy-N-((3R)-1-(4-phenylacetylaminobutyl)pyrrolidin-3-ylmethyl)benzamide). Procedure: 4-((3R)-3-tert-Butoxycarbonylaminomethylpyrrolidin-1-yl)butylamine (1.00 g) as starting compound was reacted and treated in the same manner as in Example 1 using phenylacetyl chloride (0.50 ml) and 4-amino-5-chloro-2-methoxybenzoic acid (0.54 g) to give 4-amino-5-chloro-2-methoxy-N-((3R)-1-(4-phenylacetylaminobutyl)pyrrolidin-3-ylmethyl)benzamide. The reactants are C(C)(C)(C)OC(=O)NC[C@@H]1CN(CC1)CCCCN (4-((3R)-3-tert-Butoxycarbonylaminomethylpyrrolidin-1-yl)butylamine), C1(=CC=CC=C1)CC(=O)Cl (phenylacetyl chloride), NC1=CC(=C(C(=O)O)C=C1Cl)OC (4-amino-5-chloro-2-methoxybenzoic acid). Starting materials: S(=O)(Cl)Cl (thionyl chloride), FC1=CC2=C(NC(=N2)C(O)C2=CC=C(C=C2)OC(F)(F)F)C=C1 ((5-Fluoro-1H-benzimidazol-2-yl)-(4-trifluoromethoxyphenyl)methanol), C(C)S (ethanethiol), CCN(C(C)C)C(C)C (DIPEA). The solvent is N1=CC=CC=C1 (pyridine), C1CCOC1 (THF). Run at time 30 minute. Yields the product C(C)SC(C1=NC2=C(N1)C=CC(=C2)F)C2=CC=C(C=C2)OC(F)(F)F (2-[Ethylsulfanyl(4-trifluoromethoxyphenyl)methyl]-5-fluoro-1H-benzimidazole). Yield: 54.6%. As a reaction SMILES: [F:1][C:2]1[CH:23]=[CH:22][C:5]2[NH:6][C:7]([CH:9]([C:11]3[CH:16]=[CH:15][C:14]([O:17][C:18]([F:21])([F:20])[F:19])=[CH:13][CH:12]=3)O)=[N:8][C:4]=2[CH:3]=1.S(Cl)(Cl)=O.[CH2:28]([SH:30])[CH3:29].CCN(C(C)C)C(C)C>C1COCC1.N1C=CC=CC=1>[CH2:28]([S:30][CH:9]([C:11]1[CH:16]=[CH:15][C:14]([O:17][C:18]([F:21])([F:20])[F:19])=[CH:13][CH:12]=1)[C:7]1[NH:6][C:5]2[CH:22]=[CH:23][C:2]([F:1])=[CH:3][C:4]=2[N:8]=1)[CH3:29]. Procedure: The compound of Example 1 (444 mg) was dissolved in THF (7 mL), and thionyl chloride (178 mg) and pyridine (247 mg) were added thereto. The mixture was stirred for 30 minutes at room temperature, and then ethanethiol (101 mg) and DIPEA (535 μL) were added thereto. The mixture was stirred for 1.5 hours at room temperature. After distilling off the solvent under reduced pressure, the residue was basified with a saturated aqueous solution of sodium hydrogen carbonate and extracted with chloroform. ... The reactants are ClC1=NC=2CCN(CC2C=C1)C(=O)OC(C)(C)C (tert-butyl 2-chloro-7,8-dihydro-1,6-naphthyridine-6(5H)-carboxylate), C1(=CC=CC=C1)C(=N)C1=CC=CC=C1 (diphenyl-methanimine), C=1C=CC(=CC1)P(C=2C=CC=CC2)C3=CC=C4C=CC=CC4=C3C5=C6C=CC=CC6=CC=C5P(C=7C=CC=CC7)C=8C=CC=CC8 (BINAP), C(=O)([O-])[O-].[Cs+].[Cs+] (Cs2CO3). The reagents and catalysts are CC(=O)[O-].CC(=O)[O-].[Pd+2] (Pd(OAc)2). Solvent: C1(=CC=CC=C1)C (toluene). Conditions: temperature 110 celsius. Yields the product C1(=CC=CC=C1)C(C1=CC=CC=C1)=NC1=NC=2CCN(CC2C=C1)C(=O)OC(C)(C)C (tert-Butyl 2-(Diphenylmethyleneamino)-7,8-dihydro-1,6-naphthyridine-6(5H)-carboxylate). Reaction SMILES: Cl[C:2]1[CH:11]=[CH:10][C:9]2[CH2:8][N:7]([C:12]([O:14][C:15]([CH3:18])([CH3:17])[CH3:16])=[O:13])[CH2:6][CH2:5][C:4]=2[N:3]=1.[C:19]1([C:25]([C:27]2[CH:32]=[CH:31][CH:30]=[CH:29][CH:28]=2)=[NH:26])[CH:24]=[CH:23][CH:22]=[CH:21][CH:20]=1.C1C=CC(P(C2C(C3C(P(C4C=CC=CC=4)C4C=CC=CC=4)=CC=C4C=3C=CC=C4)=C3C(C=CC=C3)=CC=2)C2C=CC=CC=2)=CC=1.C([O-])([O-])=O.[Cs+].[Cs+]>CC([O-])=O.CC([O-])=O.[Pd+2].C1(C)C=CC=CC=1>[C:19]1([C:25](=[N:26][C:2]2[CH:11]=[CH:10][C:9]3[CH2:8][N:7]([C:12]([O:14][C:15]([CH3:18])([CH3:17])[CH3:16])=[O:13])[CH2:6][CH2:5][C:4]=3[N:3]=2)[C:27]2[CH:28]=[CH:29][CH:30]=[CH:31][CH:32]=2)[CH:24]=[CH:23][CH:22]=[CH:21][CH:20]=1 |f:3.4.5,6.7.8|. Procedure: To a round-bottomed flask equipped with a stirring bar, tert-butyl 2-chloro-7,8-dihydro-1,6-naphthyridine-6(5H)-carboxylate (1.09 g, 4.05 mmol), diphenyl-methanimine 26 (2.20 g, 12.14 mmol), Pd(OAc)2 (181.6 mg, 0.809 mmol), BINAP (503.8 mg, 0.809 mmol), Cs2CO3 (6.59 g, 20.23 mmol) and toluene (16 mL) were added. The reaction mixture was heated at 110° C. for 2 days. The reaction mixture was filtered and removed solvent in vacuo. The residue 158a was directly used in the next step. Procedure details: To a mixture of (2-chloropyridin-4-yl)methanol (7.0 g, 48.8 mmol) and 3,4-dihydro-2H-pyran (20.5 g, 244 mmol) in THF (80 mL), 4-methylbenzenesulfonic acid (840 mg, 4.88 mmol) was added. The reaction mixture was stirred at reflux overnight, and the solvent was removed under reduced pressure. The residue was diluted with H2O (200 mL), and the aqueous phase was extracted with EtOAc (3×200 mL). The combined organic layers were washed with H2O (20 mL) and brine (20 mL), dried over Na2SO4, filtered, a... Reactants: ClC1=NC=CC(=C1)CO ((2-chloropyridin-4-yl)methanol), O1CCCC=C1 (3,4-dihydro-2H-pyran), CC1=CC=C(C=C1)S(=O)(=O)O (4-methylbenzenesulfonic acid). The product is ClC1=NC=CC(=C1)COC1OCCCC1 (2-chloro-4-((tetrahydro-2H-pyran-2-yloxy)methyl)pyridine). Run in C1CCOC1 (THF). As a reaction SMILES: [Cl:1][C:2]1[CH:7]=[C:6]([CH2:8][OH:9])[CH:5]=[CH:4][N:3]=1.[O:10]1[CH:15]=[CH:14][CH2:13][CH2:12][CH2:11]1.CC1C=CC(S(O)(=O)=O)=CC=1>C1COCC1>[Cl:1][C:2]1[CH:7]=[C:6]([CH2:8][O:9][CH:11]2[CH2:12][CH2:13][CH2:14][CH2:15][O:10]2)[CH:5]=[CH:4][N:3]=1. The yield is 78.3%. Reactants: C1CCCCC1, CPC, [H][H], P. The product is CP(C)C1CCCCC1. As a reaction SMILES: [CH2:7]1[CH2:8][CH2:9][CH2:10][CH2:11][CH2:12]1.[CH3:2][PH:3][CH3:4].[H:5][H:6].[PH3:1]>>[CH3:2][P:3]([CH3:4])[CH:7]1[CH2:8][CH2:9][CH2:10][CH2:11][CH2:12]1.